This data is from the Open Reaction Database (ORD), a public repository of structured organic reaction records. The task is: describe an organic reaction: reactants, conditions, products, and yield The reactants are [N+](=O)([O-])C1=CC(=C(C=C1)SCl)C(Cl)(Cl)Cl (4-nitro-2-trichloromethylbenzenesulfenyl chloride), C(C)(=O)O (acetic acid), CN1CC=C(C(=C1S)C#N)C (1,4-dimethyl-5-cyano-6-mercaptopyridine). Conditions: time 2 hour. Yields the product CC1=C(C(=NC(=C1)C)SSC1=C(C=C(C=C1)[N+](=O)[O-])C(Cl)(Cl)Cl)C#N (4,6-dimethyl-3-cyano-pyridin-2-yl-dithio-(4-nitro-2-trichloromethylbenzene)). Isolated yield 67.0%. Reaction SMILES: [N+:1]([C:4]1[CH:9]=[CH:8][C:7]([S:10]Cl)=[C:6]([C:12]([Cl:15])([Cl:14])[Cl:13])[CH:5]=1)([O-:3])=[O:2].C[N:17]1[C:22]([SH:23])=[C:21]([C:24]#[N:25])[C:20]([CH3:26])=[CH:19][CH2:18]1.[C:27](O)(=O)C>>[CH3:26][C:20]1[CH:19]=[C:18]([CH3:27])[N:17]=[C:22]([S:23][S:10][C:7]2[CH:8]=[CH:9][C:4]([N+:1]([O-:3])=[O:2])=[CH:5][C:6]=2[C:12]([Cl:15])([Cl:14])[Cl:13])[C:21]=1[C:24]#[N:25]. Reported procedure: 61.4 g of 4-nitro-2-trichloromethylbenzenesulfenyl chloride, dissolved in 500 ml of glacial acetic acid, are reacted with 33 g of 1,4-dimethyl-5-cyano-6-mercaptopyridine at 20° C. After 2 hours, the solution is filtered, 500 ml of water are added and the precipitate formed is filtered off, washed with 10% strength sodium carbonate solution and with ether, and dried over potassium hydroxide. 58 g (67% of theory) of 4,6-dimethyl-3-cyano-pyridin-2-yl-dithio-(4-nitro-2-trichloromethylbenzene), of me...